This data is from the Open Reaction Database (ORD), a public repository of structured organic reaction records. The task is: describe an organic reaction: reactants, conditions, products, and yield Reactants: C(C)OC(CCCSC1=NN=NN1C)=O (4-(1-methyltetrazol-5-ylthio)-butyric acid ethyl ester), [OH-].[Na+] (NaOH). Solvent: C1CCOC1 (THF). Reaction conditions: time 3 hour. The product is CN1N=NN=C1SCCCC(=O)O (4-(1-Methyltetrazol-5-ylthio)-butyric acid). Reaction SMILES: C([O:3][C:4](=[O:15])[CH2:5][CH2:6][CH2:7][S:8][C:9]1[N:13]([CH3:14])[N:12]=[N:11][N:10]=1)C.[OH-].[Na+]>C1COCC1>[CH3:14][N:13]1[C:9]([S:8][CH2:7][CH2:6][CH2:5][C:4]([OH:15])=[O:3])=[N:10][N:11]=[N:12]1 |f:1.2|. Procedure details: 2.93 g of 4-(1-methyltetrazol-5-ylthio)-butyric acid ethyl ester are dissolved in 50 ml of THF, 15 ml of 1N NaOH are added and the whole is stirred for 3 hours at room temperature. Most of the THF is then concentrated by evaporation under reduced pressure in a rotary evaporator and the residue is washed with ethyl acetate. The aqueous solution is adjusted to pH 3 with 4N HCl and extracted three times with ethyl acetate. After drying over sodium sulphate and concentration by evaporation under red...